Dataset: the Open Reaction Database (ORD), a public repository of structured organic reaction records. Task: describe an organic reaction: reactants, conditions, products, and yield The reactants are NC1=NC(=CC(=N1)N1CCC2(C[C@H](N(C2)C(=O)OC(C)(C)C)C(=O)OCC)CC1)O[C@@H](C(F)(F)F)C1=C(C=C(C=C1)\C=C\C)C1=CC(=CC=C1)S(=O)(=O)C ((S)-2-tert-butyl 3-ethyl 8-(2-amino-6-((R)-2,2,2-trifluoro-1-(3′-(methylsulfonyl)-5-((E)-prop-1-en-1-yl)-[1,1′-biphenyl]-2-yl)ethoxy)pyrimidin-4-yl)-2,8-diazaspiro[4.5]decane-2,3-dicarboxylate), NC1=NC(=CC(=N1)N1CCC2(C[C@H](N(C2)C(=O)OC(C)(C)C)C(=O)OCC)CC1)O[C@@H](C(F)(F)F)C1=C(C=C(C=C1)\C=C\C)C1=CC(=CC=C1)S(=O)(=O)C ((S)-2-tert-butyl 3-ethyl 8-(2-amino-6-((R)-2,2,2-trifluoro-1-(3′-(methylsulfonyl)-5-((E)-prop-1-en-1-yl)-[1,1′-biphenyl]-2-yl)ethoxy)pyrimidin-4-yl)-2,8-diazaspiro[4.5]decane-2,3-dicarboxylate). Reagents/catalysts: [Pd] (Pd/C). Run in CCO (EtOH). Reaction conditions: time 12 hour. Product: NC1=NC(=CC(=N1)N1CCC2(C[C@H](N(C2)C(=O)OC(C)(C)C)C(=O)OCC)CC1)O[C@@H](C(F)(F)F)C1=C(C=C(C=C1)CCC)C1=CC(=CC=C1)S(=O)(=O)C ((S)-2-tert-butyl 3-ethyl 8-(2-amino-6-((R)-2,2,2-trifluoro-1-(3′-(methylsulfonyl)-5-propyl-[1,1′-biphenyl]-2-yl)ethoxy)pyrimidin-4-yl)-2,8-diazaspiro[4.5]decane-2,3-dicarboxylate). RXN SMILES: [NH2:1][C:2]1[N:7]=[C:6]([N:8]2[CH2:29][CH2:28][C:11]3([CH2:15][N:14]([C:16]([O:18][C:19]([CH3:22])([CH3:21])[CH3:20])=[O:17])[C@H:13]([C:23]([O:25][CH2:26][CH3:27])=[O:24])[CH2:12]3)[CH2:10][CH2:9]2)[CH:5]=[C:4]([O:30][C@H:31]([C:36]2[CH:41]=[CH:40][C:39](/[CH:42]=[CH:43]/[CH3:44])=[CH:38][C:37]=2[C:45]2[CH:50]=[CH:49][CH:48]=[C:47]([S:51]([CH3:54])(=[O:53])=[O:52])[CH:46]=2)[C:32]([F:35])([F:34])[F:33])[N:3]=1>CCO.[Pd]>[NH2:1][C:2]1[N:7]=[C:6]([N:8]2[CH2:9][CH2:10][C:11]3([CH2:15][N:14]([C:16]([O:18][C:19]([CH3:20])([CH3:21])[CH3:22])=[O:17])[C@H:13]([C:23]([O:25][CH2:26][CH3:27])=[O:24])[CH2:12]3)[CH2:28][CH2:29]2)[CH:5]=[C:4]([O:30][C@H:31]([C:36]2[CH:41]=[CH:40][C:39]([CH2:42][CH2:43][CH3:44])=[CH:38][C:37]=2[C:45]2[CH:50]=[CH:49][CH:48]=[C:47]([S:51]([CH3:54])(=[O:53])=[O:52])[CH:46]=2)[C:32]([F:35])([F:33])[F:34])[N:3]=1. Procedure details: To a solution of (S)-2-tert-butyl 3-ethyl 8-(2-amino-6-((R)-2,2,2-trifluoro-1-(3′-(methylsulfonyl)-5-((E)-prop-1-en-1-yl)-[1,1′-biphenyl]-2-yl)ethoxy)pyrimidin-4-yl)-2,8-diazaspiro[4.5]decane-2,3-dicarboxylate (product from Step 2, Example 53) (200 mg, 0.26 mmol) in EtOH (10 mL) is added 10% Pd/C (200 mg), and the reaction mixture was stirred under 1 atm H2 for 12 h. The solids were filtered and the filtrate was concentrated in vacuo to provide (S)-2-tert-butyl 3-ethyl 8-(2-amino-6-((R)-2,2,2-tr... Starting materials: COC(CO)CO (2-methoxy-1,3-propanediol), C(CCCCCCCCCCCCCCCCC)Br (octadecyl bromide), [O-]C#N.[K+] (potassium cyanate), resultant mixture. Reagents/catalysts: [Br-].C(CCC)[N+](CCCC)(CCCC)CCCC (tetrabutyl ammonium bromide). Run in C(C)#N (acetonitrile), C(Cl)Cl (methylene chloride). Conditions: temperature 100 celsius, time 24 hour. Yields the product C(CCCCCCCCCCCCCCCCC)NC(=O)OCC(CO)OC (3-(N-octadecylcarbamoyloxy)-2-methoxy-1-propanol). Reaction SMILES: [CH3:1][O:2][CH:3]([CH2:6][OH:7])[CH2:4][OH:5].[CH2:8](Br)[CH2:9][CH2:10][CH2:11][CH2:12][CH2:13][CH2:14][CH2:15][CH2:16][CH2:17][CH2:18][CH2:19][CH2:20][CH2:21][CH2:22][CH2:23][CH2:24][CH3:25].[O-:27][C:28]#[N:29].[K+]>[Br-].C([N+](CCCC)(CCCC)CCCC)CCC.C(#N)C.C(Cl)Cl>[CH2:8]([NH:29][C:28]([O:5][CH2:4][CH:3]([O:2][CH3:1])[CH2:6][OH:7])=[O:27])[CH2:9][CH2:10][CH2:11][CH2:12][CH2:13][CH2:14][CH2:15][CH2:16][CH2:17][CH2:18][CH2:19][CH2:20][CH2:21][CH2:22][CH2:23][CH2:24][CH3:25] |f:2.3,4.5|. Procedure details: A suspension of 2.12 g (20 mmol) of 2-methoxy-1,3-propanediol 7.99 g (24 mmol) of octadecyl bromide, 2.43 g (30 mmol) of potassium cyanate and 1.29 g (4 mmol) of tetrabutyl ammonium bromide in 100 ml of dry acetonitrile was refluxed with stirring, at 100° C. for 24 hours. The resultant mixture was then diluted with hot methylene chloride, filtered and the filtrate concentrated in vacuo. The crude product was then purified by flash silica gel chromatography employing a mixture of petroleum ether ... Starting materials: CC1(OCCO1)C1=CC(=C(C=C1)[N+](=O)[O-])OC1=C(C=C(C=C1Cl)Cl)Cl (2-methyl-2-[4-nitro-3-(2,4,6-trichlorophenoxy)phenyl]-1,3-dioxolane), Cl (hydrochloric acid). Run in CC(=O)C (acetone). Yields the product [N+](=O)([O-])C1=C(C=C(C=C1)C(C)=O)OC1=C(C=C(C=C1Cl)Cl)Cl (4'-nitro-3'-(2,4,6-trichlorophenoxy)acetophenone). Isolated yield 99.0%. As a reaction SMILES: [CH3:1][C:2]1([C:7]2[CH:12]=[CH:11][C:10]([N+:13]([O-:15])=[O:14])=[C:9]([O:16][C:17]3[C:22]([Cl:23])=[CH:21][C:20]([Cl:24])=[CH:19][C:18]=3[Cl:25])[CH:8]=2)OCC[O:3]1.Cl>CC(C)=O>[N+:13]([C:10]1[CH:11]=[CH:12][C:7]([C:2](=[O:3])[CH3:1])=[CH:8][C:9]=1[O:16][C:17]1[C:18]([Cl:25])=[CH:19][C:20]([Cl:24])=[CH:21][C:22]=1[Cl:23])([O-:15])=[O:14]. Procedure details: A mixture of 2-methyl-2-[4-nitro-3-(2,4,6-trichlorophenoxy)phenyl]-1,3-dioxolane (1.7 g) and 3N-hydrochloric acid (5 ml) in acetone (15 ml) was refluxed for 2 hours. The mixture was concentrated under reduced pressure. To the residue were added water and ethyl acetate. The organic layer was dried and concentrated to give a powder of 4'-nitro-3'-(2,4,6-trichlorophenoxy)acetophenone (1.5 g). Reported procedure: Into a glass vial, the product from step (c) in 2.5 ml acetic acid and 2.5 ml HBr (33% in acetic acid) was added. The stirred reaction mixture was heated at 60° C. for 6 hours. The reaction mixture was cooled and the volatiles were evaporated in vacuo. The residue was dissolved in water (25 ml) and washed with diethyl ether (3×). The aqueous layer was basified with 2M NaOH to pH 10 and extracted with DCM (3×). The combined DCM extracts were washed with brine, dried over Na2SO4, and solvent evapo... Run at temperature 60 celsius. As a reaction SMILES: C(OC([N:6]1[CH2:25][CH2:24][C:10]2[C:11]3[CH:12]([C:18]4[CH:19]=[N:20][CH:21]=[CH:22][CH:23]=4)[CH2:13][CH2:14][C:15]=3[CH:16]=[CH:17][C:9]=2[CH2:8][CH2:7]1)=O)C>C(O)(=O)C.Br>[N:20]1[CH:21]=[CH:22][CH:23]=[C:18]([CH:12]2[C:11]3[C:10]4[CH2:24][CH2:25][NH:6][CH2:7][CH2:8][C:9]=4[CH:17]=[CH:16][C:15]=3[CH2:14][CH2:13]2)[CH:19]=1. The product is N1=CC(=CC=C1)C1CCC=2C=CC3=C(C12)CCNCC3 (1-Pyridin-3-yl-1,2,3,6,7,8,9,10-octahydro-8-aza-cyclohepta[e]indene). Reactants: C(C)OC(=O)N1CCC2=C(C=3C(CCC3C=C2)C=2C=NC=CC2)CC1 (1-Pyridin-3-yl-1,3,6,7,9,10-hexahydro-2H-8-aza-cyclohepta[e]indene-8-carboxylic acid ethyl ester). Solvent: C(C)(=O)O (acetic acid), Br (HBr). Reactants: COC(=O)CBr, OCc1cccc(Oc2ccc(C(F)(F)F)cc2Cl)c1, [H-], [Na+], C1CCOC1. Yields the product COC(=O)COCc1cccc(Oc2ccc(C(F)(F)F)cc2Cl)c1. As a reaction SMILES: [Br:23][CH2:24][C:25](=[O:26])[O:27][CH3:28].[Cl:3][c:4]1[c:5]([O:6][c:7]2[cH:8][c:9]([CH2:10][OH:11])[cH:12][cH:13][cH:14]2)[cH:15][cH:16][c:17]([C:19]([F:20])([F:21])[F:22])[cH:18]1.[H-:1].[Na+:2].[O:29]1[CH2:30][CH2:31][CH2:32][CH2:33]1>>[Cl:3][c:4]1[c:5]([O:6][c:7]2[cH:8][c:9]([CH2:10][O:11][CH2:24][C:25](=[O:26])[O:27][CH3:28])[cH:12][cH:13][cH:14]2)[cH:15][cH:16][c:17]([C:19]([F:20])([F:21])[F:22])[cH:18]1. Reactants: C1(=CC=CC=C1)PC1=CC=CC=C1 (diphenyl phosphine), C(=C)[Si](C)(C)C (vinyl trimethyl silane), vinyl. Product: C[Si](C)(C)CCP(C1=CC=CC=C1)C1=CC=CC=C1 (Trimethylsilylethyl Diphenyl Phosphine). RXN SMILES: [C:1]1([PH:7][C:8]2[CH:13]=[CH:12][CH:11]=[CH:10][CH:9]=2)[CH:6]=[CH:5][CH:4]=[CH:3][CH:2]=1.[CH:14]([Si:16]([CH3:19])([CH3:18])[CH3:17])=[CH2:15]>>[CH3:17][Si:16]([CH2:14][CH2:15][P:7]([C:1]1[CH:2]=[CH:3][CH:4]=[CH:5][CH:6]=1)[C:8]1[CH:9]=[CH:10][CH:11]=[CH:12][CH:13]=1)([CH3:19])[CH3:18]. Procedure details: A magnetically stirred mixture of 46.5 g (0.25 mole) diphenyl phosphine and 25 g (0.25 mole) of vinyl trimethyl silane, in a closed cylindrical quartz tube, was irradiated from about 3 cm distance with two 75 Watt Hanau tube immersion lamps, with a wide spectrum of ultraviolet irradiation, in a 15° C. water bath for 26 hours. A proton magnetic resonance spectrum of a sample of the resulting mixture exhibited no significant peaks in the vinyl region indicating a substantially complete addition. Starting materials: BrC=1C=CC(=C(C1)C(C)=O)O (1-(5-bromo-2-hydroxyphenyl)ethanone), ClCC(=O)O (chloroacetic acid), [OH-].[Na+] (NaOH). Run in O (water), O (water). Yields the product C(C)(=O)C1=C(C=CC(=C1)Br)OCC(=O)O ([(2-acetyl-4-bromophenyl)oxy]acetic acid). RXN SMILES: [Br:1][C:2]1[CH:3]=[CH:4][C:5]([OH:11])=[C:6]([C:8](=[O:10])[CH3:9])[CH:7]=1.Cl[CH2:13][C:14]([OH:16])=[O:15].[OH-].[Na+]>O>[C:8]([C:6]1[CH:7]=[C:2]([Br:1])[CH:3]=[CH:4][C:5]=1[O:11][CH2:13][C:14]([OH:16])=[O:15])(=[O:10])[CH3:9] |f:2.3|. Procedure details: A solution of 1-(5-bromo-2-hydroxyphenyl)ethanone (9.53 mmol) in water (70 mL) was treated with chloroacetic acid (11.64 mmol) and a solution of NaOH (21.25 mmol) in water (20 mL). The resulting yellow suspension was flushed with N2 and stirred at reflux overnight. Analysis by LCMS indicated the consumption of starting material and desired product formation. The reaction was cooled to room temperature and then acidified to pH˜3 with 1N aq HCl. The mixture was then cooled to 0° C. resulting in pr... Reactants: [NH2-], [Na], Cc1ccccc1C, c1cc2c(cn1)CCCC2. The product is Nc1nccc2c1CCCC2. RXN SMILES: [NH2-:12].[Na:11].[c:13]1([CH3:14])[c:15]([CH3:16])[cH:17][cH:18][cH:19][cH:20]1.[cH:1]1[n:2][cH:3][cH:4][c:5]2[c:10]1[CH2:9][CH2:8][CH2:7][CH2:6]2>>[c:1]1([NH2:12])[n:2][cH:3][cH:4][c:5]2[c:10]1[CH2:9][CH2:8][CH2:7][CH2:6]2.